Dataset: the Open Reaction Database (ORD), a public repository of structured organic reaction records. Task: describe an organic reaction: reactants, conditions, products, and yield Starting materials: BrC1=C2CCC(N(C2=CC(=C1)OC)C1=C(C=CC=C1)Cl)=O (5-Bromo-1-(2-chlorophenyl)-7-methoxy-3,4-dihydro-2(1H)-quinolinone), ClC1=C(C=CC=C1)B(O)O (2-chlorophenylboronic acid). The reagents and catalysts are [Pd].C1(=CC=CC=C1)P(C1=CC=CC=C1)C1=CC=CC=C1.C1(=CC=CC=C1)P(C1=CC=CC=C1)C1=CC=CC=C1.C1(=CC=CC=C1)P(C1=CC=CC=C1)C1=CC=CC=C1.C1(=CC=CC=C1)P(C1=CC=CC=C1)C1=CC=CC=C1 (tetrakis(triphenylphosphine)-palladium(0)). Run in C1(=CC=CC=C1)C (toluene), C(C)O (ethanol), C([O-])([O-])=O.[Na+].[Na+] (sodium carbonate). Run at time 2 minute. Product: ClC1=C(C=CC=C1)N1C(CCC2=C(C=C(C=C12)OC)C1=C(C=CC=C1)Cl)=O (1,5-bis(2-chlorophenyl)-7-methoxy-3,4-dihydro-2(1H)-quinolinone). The yield is 86.8%. RXN SMILES: Br[C:2]1[CH:11]=[C:10]([O:12][CH3:13])[CH:9]=[C:8]2[C:3]=1[CH2:4][CH2:5][C:6](=[O:21])[N:7]2[C:14]1[CH:19]=[CH:18][CH:17]=[CH:16][C:15]=1[Cl:20].[Cl:22][C:23]1[CH:28]=[CH:27][CH:26]=[CH:25][C:24]=1B(O)O>C1(C)C=CC=CC=1.C(O)C.C(=O)([O-])[O-].[Na+].[Na+].[Pd].C1(P(C2C=CC=CC=2)C2C=CC=CC=2)C=CC=CC=1.C1(P(C2C=CC=CC=2)C2C=CC=CC=2)C=CC=CC=1.C1(P(C2C=CC=CC=2)C2C=CC=CC=2)C=CC=CC=1.C1(P(C2C=CC=CC=2)C2C=CC=CC=2)C=CC=CC=1>[Cl:20][C:15]1[CH:16]=[CH:17][CH:18]=[CH:19][C:14]=1[N:7]1[C:8]2[C:3](=[C:2]([C:24]3[CH:25]=[CH:26][CH:27]=[CH:28][C:23]=3[Cl:22])[CH:11]=[C:10]([O:12][CH3:13])[CH:9]=2)[CH2:4][CH2:5][C:6]1=[O:21] |f:4.5.6,7.8.9.10.11|. Reported procedure: 5-Bromo-1-(2-chlorophenyl)-7-methoxy-3,4-dihydro-2(1H)-quinolinone (2.10 g, 5.728 mmol), and 2-chlorophenylboronic acid (1.77 g, 11.32 mmol) were dissolved in toluene (40 ml)-ethanol (15 ml), and 1M aqueous sodium carbonate (15 ml) added. Nitrogen gas was passed through the mixture for 2 min., then tetrakis(triphenylphosphine)-palladium(0) (0.3 g) added, and the mixture stirred under reflux under nitrogen for 3.5 h. The organic phase was separated, dried (Na2SO4), and evaporated in vacuo and the...